Dataset: the Open Reaction Database (ORD), a public repository of structured organic reaction records. Task: describe an organic reaction: reactants, conditions, products, and yield Starting materials: FC(C(=O)O)(F)F (2,2,2-Trifluoroacetic acid), C1(CC1)CNC(NC1=CC=C(C(=O)N(C)C2CCN(CC2)C(=O)OC(C)(C)C)C=C1)=O (tert-butyl 4-(4-(3-(cyclopropylmethyl)ureido)-N-methylbenzamido)piperidine-1-carboxylate). Solvent: ClCCl (dichloromethane). Reaction conditions: time 4 hour. Yields the product C1(CC1)CNC(NC1=CC=C(C(=O)N(C2CCNCC2)C)C=C1)=O (4-(3-(Cyclopropylmethyl)ureido)-N-methyl-N-(piperidin-4-yl)benzamide). Isolated yield 93.1%. RXN SMILES: FC(F)(F)C(O)=O.[CH:8]1([CH2:11][NH:12][C:13](=[O:38])[NH:14][C:15]2[CH:37]=[CH:36][C:18]([C:19]([N:21]([CH:23]3[CH2:28][CH2:27][N:26](C(OC(C)(C)C)=O)[CH2:25][CH2:24]3)[CH3:22])=[O:20])=[CH:17][CH:16]=2)[CH2:10][CH2:9]1>ClCCl>[CH:8]1([CH2:11][NH:12][C:13](=[O:38])[NH:14][C:15]2[CH:37]=[CH:36][C:18]([C:19]([N:21]([CH3:22])[CH:23]3[CH2:24][CH2:25][NH:26][CH2:27][CH2:28]3)=[O:20])=[CH:17][CH:16]=2)[CH2:9][CH2:10]1. Procedure details: 2,2,2-Trifluoroacetic acid (1.88 mL, 24.39 mmol) was added to a solution of tert-butyl 4-(4-(3-(cyclopropylmethyl)ureido)-N-methylbenzamido)piperidine-1-carboxylate (420 mg, 0.975 mmol) in dichloromethane (10 mL). The mixture was stirred at ambient temperature for 4 hours and then treated with strong cation exchange column chromatography to afford the title compound (300 mg). MS (ESI) m/z 331.1 [M+H]+ Starting materials: CN(S(=O)(=O)CCCN1C(C2=CC=CC=C2C1=O)=O)C (3-(1,3-dioxo-1,3-dihydro-isoindol-2-yl)-propane-1-sulfonic acid dimethylamide), O.NN (hydrazine monohydrate). Solvent: C(C)O (ethanol). Product: CN(S(=O)(=O)CCCN)C (3-amino-propane-1-sulfonic acid dimethylamide). RXN SMILES: [CH3:1][N:2]([CH3:20])[S:3]([CH2:6][CH2:7][CH2:8][N:9]1C(=O)C2C(=CC=CC=2)C1=O)(=[O:5])=[O:4].O.NN>C(O)C>[CH3:1][N:2]([CH3:20])[S:3]([CH2:6][CH2:7][CH2:8][NH2:9])(=[O:5])=[O:4] |f:1.2|. Reported procedure: To a solution of 3-(1,3-dioxo-1,3-dihydro-isoindol-2-yl)-propane-1-sulfonic acid dimethylamide (530 mg) in ethanol (10 mL) was added hydrazine monohydrate (0.80 mL) and the reaction was heated at reflux for 3 h. After cooling to room temperature, the mixture was filtered and the filtrate reduced in vacuo to give 3-amino-propane-1-sulfonic acid dimethylamide as a white solid. Reported procedure: The title compound was synthesized in analogy to Example 1, using 4-(4-chloro-phenyl)-5-cyclopropylmethoxy-pyrimidine-2-carboxylic acid (example T) and [(5-cyclopropyl-1,2,4-oxadiazol-3-yl)methyl]amine (CAS Registry No. 1082420-52-7), LC-MS (UV peak area/ESI) 100%, 426.132 (M+H)+. The reactants are ClC1=CC=C(C=C1)C1=NC(=NC=C1OCC1CC1)C(=O)O (4-(4-chloro-phenyl)-5-cyclopropylmethoxy-pyrimidine-2-carboxylic acid), C1(CC1)C1=NC(=NO1)CN ([(5-cyclopropyl-1,2,4-oxadiazol-3-yl)methyl]amine). Reaction SMILES: [Cl:1][C:2]1[CH:7]=[CH:6][C:5]([C:8]2[C:13]([O:14][CH2:15][CH:16]3[CH2:18][CH2:17]3)=[CH:12][N:11]=[C:10]([C:19]([OH:21])=O)[N:9]=2)=[CH:4][CH:3]=1.[CH:22]1([C:25]2[O:29][N:28]=[C:27]([CH2:30][NH2:31])[N:26]=2)[CH2:24][CH2:23]1>>[CH:22]1([C:25]2[O:29][N:28]=[C:27]([CH2:30][NH:31][C:19]([C:10]3[N:9]=[C:8]([C:5]4[CH:4]=[CH:3][C:2]([Cl:1])=[CH:7][CH:6]=4)[C:13]([O:14][CH2:15][CH:16]4[CH2:17][CH2:18]4)=[CH:12][N:11]=3)=[O:21])[N:26]=2)[CH2:24][CH2:23]1. Yields the product C1(CC1)C1=NC(=NO1)CNC(=O)C1=NC=C(C(=N1)C1=CC=C(C=C1)Cl)OCC1CC1 (4-(4-chloro-phenyl)-5-cyclopropylmethoxy-pyrimidine-2-carboxylic acid (5-cyclopropyl-[1,2,4]oxadiazol-3-ylmethyl)-amide). Reactants: [H-].[H-].[H-].[H-].[Li+].[Al+3] (LiAlH4), C(C1=CC=CC=C1)OC1=CC2=C(C=C(S2)C=O)C=C1 (6-benzyloxy-benzothiophene-2-carbaldehyde), ice water. The solvent is C1CCOC1 (THF). Reaction conditions: time 8 hour. The product is C(C1=CC=CC=C1)OC1=CC2=C(C=C(S2)CO)C=C1 ((6-Benzyloxy-benzothien-2-yl)methanol). Yield: 68.8%. As a reaction SMILES: [CH2:1]([O:8][C:9]1[CH:19]=[CH:18][C:12]2[CH:13]=[C:14]([CH:16]=[O:17])[S:15][C:11]=2[CH:10]=1)[C:2]1[CH:7]=[CH:6][CH:5]=[CH:4][CH:3]=1.[H-].[H-].[H-].[H-].[Li+].[Al+3]>C1COCC1>[CH2:1]([O:8][C:9]1[CH:19]=[CH:18][C:12]2[CH:13]=[C:14]([CH2:16][OH:17])[S:15][C:11]=2[CH:10]=1)[C:2]1[CH:3]=[CH:4][CH:5]=[CH:6][CH:7]=1 |f:1.2.3.4.5.6|. Procedure details: To a solution of 6-benzyloxy-benzothiophene-2-carbaldehyde (described by Nomura Y., WO 9635688 A1, 6.50 g, 24.20 mmol) in THF (50 ml) was added dropwise to a −30° C. cooled suspension of LiAlH4 (0.85 g, 22.26 mmol). After warming up to room temperature the mixture was stirred overnight, cooled to −10° C., hydrolyzed with ice water, extracted with dichloromethane, dried over Na2SO4, filtered and concentrated under vacuum to give the crude product. Flash chromatography on silica gel (toluene/ethyl... Reactants: C12(CC3CC(CC(C1)C3)C2)C2=C(C=C(C(=O)OC3=CC=C(C(=O)OCC=C)C=C3)C=C2)OCOCCOC (allyl 4-[4-(1-adamantyl)-3-methoxyethoxymethoxybenzoyloxy]benzoate). The reagents and catalysts are [Pd] (palladium-on-charcoal). Solvent: O1CCOCC1 (dioxane). Conditions: time 3 hour. The product is C12(CC3CC(CC(C1)C3)C2)C2=C(C=C(C(=O)OC3=CC=C(C(=O)O)C=C3)C=C2)OCOCCOC (4-[4-(1-adamantyl)-3-methoxyethoxymethoxybenzoyloxy]benzoic acid). Reaction SMILES: [C:1]12([C:11]3[CH:31]=[CH:30][C:14]([C:15]([O:17][C:18]4[CH:29]=[CH:28][C:21]([C:22]([O:24]CC=C)=[O:23])=[CH:20][CH:19]=4)=[O:16])=[CH:13][C:12]=3[O:32][CH2:33][O:34][CH2:35][CH2:36][O:37][CH3:38])[CH2:10][CH:5]3[CH2:6][CH:7]([CH2:9][CH:3]([CH2:4]3)[CH2:2]1)[CH2:8]2>[Pd].O1CCOCC1>[C:1]12([C:11]3[CH:31]=[CH:30][C:14]([C:15]([O:17][C:18]4[CH:19]=[CH:20][C:21]([C:22]([OH:24])=[O:23])=[CH:28][CH:29]=4)=[O:16])=[CH:13][C:12]=3[O:32][CH2:33][O:34][CH2:35][CH2:36][O:37][CH3:38])[CH2:10][CH:5]3[CH2:4][CH:3]([CH2:9][CH:7]([CH2:6]3)[CH2:8]1)[CH2:2]2. Reported procedure: 2.46 g (4.3 mmol) of allyl 4-[4-(1-adamantyl)-3-methoxyethoxymethoxybenzoyloxy]benzoate, 40 ml of dioxane and 492 mg of palladium-on-charcoal (10%) were introduced into a reactor. The mixture was hydrogenated at 40° C. and at a pressure of 7 bar for three hours. The catalyst was filtered off and the filtrate was evaporated to dryness. The solid obtained was recrystallized from methanol, filtered off and dried. 1.57 g (76%) of the expected acid, having a melting point of 212°-4° C., was recovered... Reactants: [H-].[Na+] (sodium hydride), OC1=CC=C(CC2N(CCN(CCN(CCN(C2)CC(=O)OC(C)(C)C)CC(=O)OC(C)(C)C)CC(=O)OC(C)(C)C)CC(=O)OC(C)(C)C)C=C1 (2-[4-hydroxybenzyl)-1,4,7,10-tetrakis-(tert-butoxycarbonylmethyl)-1,4,7,10-tetraazacyclododecane), C(Cl)C1CO1 (epichlorohydrin). Solvent: C1(=CC=CC=C1)C (toluene), C1(=CC=CC=C1)C (toluene). The product is O1C(C1)COC1=CC=C(CC2N(CCN(CCN(CCN(C2)CC(=O)OC(C)(C)C)CC(=O)OC(C)(C)C)CC(=O)OC(C)(C)C)CC(=O)OC(C)(C)C)C=C1 (2-[4-(Oxiranylmethoxy)-benzyl]-1,4,7,10-tetrakis-(tert-butoxycarbonylmethyl)-1,4,7,10-tetraazacyclododecane). Reaction SMILES: [OH:1][C:2]1[CH:52]=[CH:51][C:5]([CH2:6][CH:7]2[CH2:18][N:17]([CH2:19][C:20]([O:22][C:23]([CH3:26])([CH3:25])[CH3:24])=[O:21])[CH2:16][CH2:15][N:14]([CH2:27][C:28]([O:30][C:31]([CH3:34])([CH3:33])[CH3:32])=[O:29])[CH2:13][CH2:12][N:11]([CH2:35][C:36]([O:38][C:39]([CH3:42])([CH3:41])[CH3:40])=[O:37])[CH2:10][CH2:9][N:8]2[CH2:43][C:44]([O:46][C:47]([CH3:50])([CH3:49])[CH3:48])=[O:45])=[CH:4][CH:3]=1.[H-].[Na+].[CH2:55]([CH:57]1[O:59][CH2:58]1)Cl>C1(C)C=CC=CC=1>[O:59]1[CH2:58][CH:57]1[CH2:55][O:1][C:2]1[CH:3]=[CH:4][C:5]([CH2:6][CH:7]2[CH2:18][N:17]([CH2:19][C:20]([O:22][C:23]([CH3:24])([CH3:25])[CH3:26])=[O:21])[CH2:16][CH2:15][N:14]([CH2:27][C:28]([O:30][C:31]([CH3:32])([CH3:33])[CH3:34])=[O:29])[CH2:13][CH2:12][N:11]([CH2:35][C:36]([O:38][C:39]([CH3:40])([CH3:42])[CH3:41])=[O:37])[CH2:10][CH2:9][N:8]2[CH2:43][C:44]([O:46][C:47]([CH3:50])([CH3:49])[CH3:48])=[O:45])=[CH:51][CH:52]=1 |f:1.2|. Procedure: 12.72 g (18.2 mmol) of 2-[4-hydroxybenzyl)-1,4,7,10-tetrakis-(tert-butoxycarbonylmethyl)-1,4,7,10-tetraazacyclododecane (example 9d) is dissolved in 250 ml of toluene and mixed with 350 mg of sodium hydride (80% in paraffin, 18.3 mmol). It is warmed to 80° to 100° C. and mixed by instillation with a solution of 1.74 g (18.2 mmol) of epichlorohydrin in 50 ml of toluene. After refluxing for two hours, it is concentrated by evaporation and purified over a silica gel column. A colorless oil is obtai... Reactants: OCC1OCC1 (2-hydroxymethyloxetane), C1(=CC=C(C=C1)S(=O)(=O)Cl)C (p-toluenesulfonyl chloride). Solvent: C(Cl)Cl (CH2Cl2), N1=CC=CC=C1 (pyridine). Reaction conditions: time 3 hour. Product: CC1=CC=C(C=C1)S(=O)(=O)OCC1OCC1 (oxetan-2-ylmethyl 4-methylbenzenesulfonate). RXN SMILES: [OH:1][CH2:2][CH:3]1[CH2:6][CH2:5][O:4]1.[C:7]1([CH3:17])[CH:12]=[CH:11][C:10]([S:13](Cl)(=[O:15])=[O:14])=[CH:9][CH:8]=1>C(Cl)Cl.N1C=CC=CC=1>[CH3:17][C:7]1[CH:12]=[CH:11][C:10]([S:13]([O:1][CH2:2][CH:3]2[CH2:6][CH2:5][O:4]2)(=[O:15])=[O:14])=[CH:9][CH:8]=1. Procedure details: To a solution of 2-hydroxymethyloxetane (TCI-US, 2.0 g, 23 mmol) in 10 mL of CH2Cl2 and 10 mL of pyridine was added p-toluenesulfonyl chloride (6.5 g, 34 mmol) in portions over 15 minutes. The mixture was stirred at ambient temperature for 3 hours and was quenched with 10 mL of saturated, aqueous NaHCO3. The layers were separated and the aqueous layer was extracted with three 5 mL portions of CH2Cl2. The combined organic extracts were dried over anhydrous Na2SO4, filtered and concentrated under ...